describe an organic reaction: reactants, conditions, products, and yield From a dataset of the Open Reaction Database (ORD), a public repository of structured organic reaction records. Starting materials: CC#N, CC(C)N1C(=O)C(Cl)=C(c2ccccc2)S1(=O)=O, NCCCCc1ccccc1. The product is CC(C)N1C(=O)C(NCCCCc2ccccc2)=C(c2ccccc2)S1(=O)=O. Reaction SMILES: [CH3:30][C:31]#[N:32].[Cl:1][C:2]1=[C:6]([c:7]2[cH:8][cH:9][cH:10][cH:11][cH:12]2)[S:5](=[O:13])(=[O:14])[N:4]([CH:15]([CH3:16])[CH3:17])[C:3]1=[O:18].[c:19]1([CH2:25][CH2:26][CH2:27][CH2:28][NH2:29])[cH:20][cH:21][cH:22][cH:23][cH:24]1>>[C:2]1([NH:29][CH2:28][CH2:27][CH2:26][CH2:25][c:19]2[cH:20][cH:21][cH:22][cH:23][cH:24]2)=[C:6]([c:7]2[cH:8][cH:9][cH:10][cH:11][cH:12]2)[S:5](=[O:13])(=[O:14])[N:4]([CH:15]([CH3:16])[CH3:17])[C:3]1=[O:18]. Starting materials: C(CCC)(=O)OCC1OC(CS1)=O ((5-oxo-1,3-oxathiolan-2-yl)methyl butanoate), [H-].C(C)(C)(C)O[Al](OC(C)(C)C)OC(C)(C)C.[Li+] (lithium tri-t-butoxy aluminum hydride), C(=O)(O)[O-].[Na+] (NaHCO3), C(C)(=O)OC(C)=O (acetic anhydride). The reagents and catalysts are CN(C)C=1C=CN=CC1 (DMAP). The solvent is C1CCOC1 (THF), C1CCOC1 (THF), CCCCCC (hexane), C(C)(=O)OCC (ethyl acetate). Reaction conditions: temperature -7.5 celsius, time 18 hour. Yields the product C(CCC)(=O)OCC1OC(CS1)OC(C)=O ((5-acetyloxy-1,3-oxathiolan-2-yl)methyl butanoate). The yield is 80.0%. As a reaction SMILES: [C:1]([O:6][CH2:7][CH:8]1[S:12][CH2:11][C:10](=[O:13])[O:9]1)(=[O:5])[CH2:2][CH2:3][CH3:4].[H-].[C:15]([O:19][Al](OC(C)(C)C)OC(C)(C)C)(C)(C)[CH3:16].[Li+].C(OC(=O)C)(=O)C.C([O-])(O)=O.[Na+]>C1COCC1.CN(C1C=CN=CC=1)C.CCCCCC.C(OCC)(=O)C>[C:1]([O:6][CH2:7][CH:8]1[S:12][CH2:11][CH:10]([O:13][C:15](=[O:19])[CH3:16])[O:9]1)(=[O:5])[CH2:2][CH2:3][CH3:4] |f:1.2.3,5.6|. Reported procedure: To a solution of 25 (0.50 g, 2.5 mmol) in anhydrous THF (15 ml) at −5 to −10° C., a solution of 1.0 M lithium tri-t-butoxy aluminum hydride in THF (2.7 ml) was added by syringe pump over 2 hours, while the temperature was maintained at −5 to −10° C. Upon completion of addition, the solution was allowed to stand at 3° C. for 18 hours, and was then warmed to room temperature. DMAP (1.7 mmole, 0.20 g) and acetic anhydride (25.0 mmole, 2.4 ml) were added and the resulting orange solution was stirred... Starting materials: C(C1=CC=CC=C1)OCCCC(=O)O (4-Benzyloxy-butyric acid), C(C#C)N (Propargylamine), C(C)(C)N(CC)C(C)C (Diisopropylethylamine), OC1=CC=CC=2NN=NC21 (Hydroxybenzotriazole), C(CCl)Cl (EDC). The solvent is CN(C)C=O (DMF). Conditions: time 8 hour. Product: C(C1=CC=CC=C1)OCCCC(=O)NCC#C (4-Benzyloxy-N-prop-2-ynyl-butyramide). Isolated yield 85.6%. Reaction SMILES: [CH2:1]([O:8][CH2:9][CH2:10][CH2:11][C:12]([OH:14])=O)[C:2]1[CH:7]=[CH:6][CH:5]=[CH:4][CH:3]=1.[CH2:15]([NH2:18])[C:16]#[CH:17].C(N(C(C)C)CC)(C)C.OC1C2N=NNC=2C=CC=1.C(Cl)CCl>CN(C=O)C>[CH2:1]([O:8][CH2:9][CH2:10][CH2:11][C:12]([NH:18][CH2:15][C:16]#[CH:17])=[O:14])[C:2]1[CH:3]=[CH:4][CH:5]=[CH:6][CH:7]=1. Reported procedure: A solution of 4-Benzyloxy-butyric acid (1.00 g, 5.15 mmol) and Propargylamine (284 mg, 5.15 mmol) in DMF (10.3 ml) was treated with Diisopropylethylamine (0.90 ml, 5.15 mmol), Hydroxybenzotriazole (788 mg, 5.15 mmol) and EDC (665 mg, 5.15 mmol) at room temperature. The resulting mixture was stirred overnight at room temperature under nitrogen. The reaction was concentrated under reduced pressure and the crude product is taken up in Ethyl acetate, washed with water, dried using Na2SO4, filtered, ... The reactants are N(=O)[O-].[Na+] (sodium nitrite), ice, OC1=CC(NC1=C(C1=CC=CC=C1)OC)=O (4-hydroxy-5-(methoxyphenyl-methylene)-1,5-dihydropyrrol-2-one). Run in C(C)(=O)O (acetic acid). Run at time 30 minute. Product: COC(=C1C(C(C(N1)=O)=NO)=O)C1=CC=CC=C1 (5-(Methoxyphenylmethylene)-pyrrolidine-2,3,4-trione 3-oxime). RXN SMILES: [N:1]([O-:3])=O.[Na+].[OH:5][C:6]1[C:10](=[C:11]([O:18][CH3:19])[C:12]2[CH:17]=[CH:16][CH:15]=[CH:14][CH:13]=2)[NH:9][C:8](=[O:20])[CH:7]=1>C(O)(=O)C>[CH3:19][O:18][C:11]([C:12]1[CH:17]=[CH:16][CH:15]=[CH:14][CH:13]=1)=[C:10]1[NH:9][C:8](=[O:20])[C:7](=[N:1][OH:3])[C:6]1=[O:5] |f:0.1|. Procedure details: An aqueous solution of 1.1 mmol (0.075 g) sodium nitrite was added dropwise to an ice-cooled solution of 2 mmol 4-hydroxy-5-(methoxyphenyl-methylene)-1,5-dihydropyrrol-2-one (prepared in accordance with H. Poschenrieder et al (Arch. Pharm. Pharm. Med. Chem. 1998, 331, 389-394) and H. -D. Stachel et al (J. Heterocycl. Chem. 1980, vol. 17, pp. 1195-1199 and Liebigs Ann. Chem. 1985, pp. 1692-1696)) in 5 ml glacial acetic acid, while stirring. The resulting solution was then stirred at room temperat... Starting materials: C1CNC(CN2CCCC2)C1, O=C(O)c1ccc(-c2cccs2)nc1. The product is O=C(c1ccc(-c2cccs2)nc1)N1CCCC1CN1CCCC1. As a reaction SMILES: [NH:15]1[CH:16]([CH2:20][N:21]2[CH2:22][CH2:23][CH2:24][CH2:25]2)[CH2:17][CH2:18][CH2:19]1.[s:1]1[c:2](-[c:6]2[n:7][cH:8][c:9]([C:10](=[O:11])[OH:12])[cH:13][cH:14]2)[cH:3][cH:4][cH:5]1>>[s:1]1[c:2](-[c:6]2[n:7][cH:8][c:9]([C:10](=[O:12])[N:15]3[CH:16]([CH2:20][N:21]4[CH2:22][CH2:23][CH2:24][CH2:25]4)[CH2:17][CH2:18][CH2:19]3)[cH:13][cH:14]2)[cH:3][cH:4][cH:5]1. Reactants: O (water), BrC=1C=C(C(N(C1)C)=O)NC1=CC=C(C=N1)C(C)(C)NC(C)=O (N-(2-(6-(5-bromo-1-methyl-2-oxo-1,2-dihydropyridin-3-ylamino)pyridin-3-yl)propan-2-yl)acetamide), [OH-].[Na+] (sodium hydroxide), Cl (hydrochloric acid). The solvent is C1CCOC1 (THF). Product: BrC=1C=C(C(N(C1)C)=O)NC1=NC=C(C=C1)C(C)(C)NCC (5-Bromo-3-[5-(1-ethylamino-1-methyl-ethyl)-pyridin-2-ylamino]-1-methyl-1H-pyridin-2-one). Isolated yield 18.2%. As a reaction SMILES: [Br:1][C:2]1[CH:3]=[C:4]([NH:10][C:11]2[N:16]=[CH:15][C:14]([C:17]([NH:20][C:21](=O)[CH3:22])([CH3:19])[CH3:18])=[CH:13][CH:12]=2)[C:5](=[O:9])[N:6]([CH3:8])[CH:7]=1.Cl.[OH-].[Na+].O>C1COCC1>[Br:1][C:2]1[CH:3]=[C:4]([NH:10][C:11]2[CH:12]=[CH:13][C:14]([C:17]([NH:20][CH2:21][CH3:22])([CH3:19])[CH3:18])=[CH:15][N:16]=2)[C:5](=[O:9])[N:6]([CH3:8])[CH:7]=1 |f:2.3|. Reported procedure: N-(2-(6-(5-bromo-1-methyl-2-oxo-1,2-dihydropyridin-3-ylamino)pyridin-3-yl)propan-2-yl)acetamide (417 mg, 1.1 mmol) was dissolved in THF (40 ml). This solution was refluxed and 10 M borane dimethyl sulfide complex (165 μl, 1.65 mmol) was added slowly to the refluxing mixture. The reaction mixture was refluxed for 2.5 hr. Next, 0.5 ml 6 M hydrochloric acid solution was added and after stirring at reflux for 5 min it was cooled to room temperature. Next 3M sodium hydroxide solution was added, follo...